This data is from the Open Reaction Database (ORD), a public repository of structured organic reaction records. The task is: describe an organic reaction: reactants, conditions, products, and yield Reactants: COC=1C=C(C=CC1OC)C1=CC2=C(C(=N1)O[C@H](C)[C@@H]1CC(N(C1)[C@H](C)C1=CC=C(C=C1)OC)=O)N(C(=N2)C)COCC[Si](C)(C)C ((R)-4-((R)-1-(6-(3,4-dimethoxyphenyl)-2-methyl-3-((2-(trimethylsilyl)ethoxy)methyl)-3H-imidazo[4,5-c]pyridin-4-yloxy)ethyl)-1-((R)-1-(4-methoxyphenyl)ethyl)pyrrolidin-2-one). Run in C(=O)(C(F)(F)F)O (TFA). Conditions: temperature 60 celsius, time 6 hour. The product is COC=1C=C(C=CC1OC)C1=CC2=C(C(=N1)O[C@H](C)[C@@H]1CC(NC1)=O)NC(=N2)C ((R)-4-((R)-1-(6-(3,4-dimethoxyphenyl)-2-methyl-3H-imidazo[4,5-c]pyridin-4-yloxy)ethyl)pyrrolidin-2-one). RXN SMILES: [CH3:1][O:2][C:3]1[CH:4]=[C:5]([C:11]2[N:16]=[C:15]([O:17][C@@H:18]([C@H:20]3[CH2:24][N:23]([C@@H](C4C=CC(OC)=CC=4)C)[C:22](=[O:35])[CH2:21]3)[CH3:19])[C:14]3[N:36](COCC[Si](C)(C)C)[C:37]([CH3:39])=[N:38][C:13]=3[CH:12]=2)[CH:6]=[CH:7][C:8]=1[O:9][CH3:10]>C(O)(C(F)(F)F)=O>[CH3:1][O:2][C:3]1[CH:4]=[C:5]([C:11]2[N:16]=[C:15]([O:17][C@@H:18]([C@H:20]3[CH2:24][NH:23][C:22](=[O:35])[CH2:21]3)[CH3:19])[C:14]3[NH:36][C:37]([CH3:39])=[N:38][C:13]=3[CH:12]=2)[CH:6]=[CH:7][C:8]=1[O:9][CH3:10]. Reported procedure: (R)-4-((R)-1-(6-(3,4-dimethoxyphenyl)-2-methyl-3-((2-(trimethylsilyl)ethoxy)methyl)-3H-imidazo[4,5-c]pyridin-4-yloxy)ethyl)-1-((R)-1-(4-methoxyphenyl)ethyl)pyrrolidin-2-one was dissolved in TFA. Reaction was heated to 60° C. After 6 h, reaction was cooled to r.t. and was concentrated in vacuo. The resulting residue was diluted with EtOAc, brine, and saturated NaHCO3. The phases were separated, and the aqueous phase was extracted with EtOAc. The organic layer was dried over MgSO4, filtered, and c... Reactants: CCOC(=O)c1c(C)nc2cccc(OCC(C)N)c2c1N, O=C(O)C1CCCCC1. Yields the product CCOC(=O)c1c(C)nc2cccc(OCC(C)NC(=O)C3CCCCC3)c2c1N. RXN SMILES: [NH2:1][c:2]1[c:3]([C:18](=[O:19])[O:20][CH2:21][CH3:22])[c:4]([CH3:17])[n:5][c:6]2[cH:7][cH:8][cH:9][c:10]([O:12][CH2:13][CH:14]([CH3:15])[NH2:16])[c:11]12.[OH:23][C:24](=[O:25])[CH:26]1[CH2:27][CH2:28][CH2:29][CH2:30][CH2:31]1>>[NH2:1][c:2]1[c:3]([C:18](=[O:19])[O:20][CH2:21][CH3:22])[c:4]([CH3:17])[n:5][c:6]2[cH:7][cH:8][cH:9][c:10]([O:12][CH2:13][CH:14]([CH3:15])[NH:16][C:24](=[O:23])[CH:26]3[CH2:27][CH2:28][CH2:29][CH2:30][CH2:31]3)[c:11]12.